From a dataset of the Open Reaction Database (ORD), a public repository of structured organic reaction records. describe an organic reaction: reactants, conditions, products, and yield Isolated yield 45.2%. As a reaction SMILES: [C:1]1([C:7]2[O:11][N:10]=[C:9]([O:12][CH2:13][C:14]([OH:16])=O)[C:8]=2[Cl:17])[CH:6]=[CH:5][CH:4]=[CH:3][CH:2]=1.[N+]([O-])(O)=O.[O:22]([CH2:26][CH2:27][NH2:28])[N+:23]([O-:25])=[O:24].C(OC(C)C)(C)C>>[O:22]([CH2:26][CH2:27][NH:28][C:14](=[O:16])[CH2:13][O:12][C:9]1[C:8]([Cl:17])=[C:7]([C:1]2[CH:2]=[CH:3][CH:4]=[CH:5][CH:6]=2)[O:11][N:10]=1)[N+:23]([O-:25])=[O:24] |f:1.2|. Reactants: C1(=CC=CC=C1)C1=C(C(=NO1)OCC(=O)O)Cl (5-phenyl-4-chloro-3-isoxazolyloxyacetic acid), C(C)(C)OC(C)C (diisopropyl ether), [N+](=O)(O)[O-].O([N+](=O)[O-])CCN (nitroxyethylamine nitrate). Yields the product O([N+](=O)[O-])CCNC(COC1=NOC(=C1Cl)C1=CC=CC=C1)=O (N-(2-Nitroxyethyl)-5-phenyl-4-chloro-3-isoxazolyloxyacetamide). Procedure details: Following a similar treatment to that in Example 2 and using 0.70 g of 5-phenyl-4-chloro-3-isoxazolyloxyacetic acid and 0.46 g of nitroxyethylamine nitrate, 0.42 g of the title compound was obtained as colorless needles (solvent for recrystallization; diisopropyl ether). Starting materials: C(=O)C=1C(=CC(=C(C(=O)OC)C1)C)C (methyl 5-formyl-2,4-dimethylbenzoate), C1(CC1)C1=CC(=C(C(=O)O)C=C1I)C (4-cyclopropyl-5-iodo-2-methylbenzoic acid), C1(CC1)C1=CC(=C(C(=O)O)C=C1I)C (4-cyclopropyl-5-iodo-2-methylbenzoic acid), IC=1C(=CC(=C(C(=O)O)C1)C)C (5-iodo-2,4-dimethylbenzoic acid). Yields the product C1(CC1)C1=CC(=C(C(=O)OC)C=C1C=O)C (Methyl 4-cyclopropyl-5-formyl-2-methylbenzoate). Reaction SMILES: [CH:1]([C:3]1[C:4]([CH3:14])=[CH:5][C:6]([CH3:13])=[C:7]([CH:12]=1)[C:8]([O:10][CH3:11])=[O:9])=[O:2].[CH:15]1(C2C(I)=CC(C(O)=O)=C(C)C=2)C[CH2:16]1.IC1C(C)=CC(C)=C(C=1)C(O)=O>>[CH:14]1([C:4]2[C:3]([CH:1]=[O:2])=[CH:12][C:7]([C:8]([O:10][CH3:11])=[O:9])=[C:6]([CH3:13])[CH:5]=2)[CH2:16][CH2:15]1. Reported procedure: The title compound was prepared using standard chemical manipulations and procedures similar to those used for the preparation of compound 83.2, except 4-cyclopropyl-5-iodo-2-methylbenzoic acid (compound 86.3) was used in place of 5-iodo-2,4-dimethylbenzoic acid (compound 1.3). The product is Cl.N[C@@H]1C(N(C2=CC=C(C=C2C1)OC1=CC=CC=C1)O)=O ((3S)-3-amino-1-hydroxy-6-phenoxy-3,4-dihydroquinolin-2(1H)-one, hydrochloride salt). Reactants: BrC1=C(C=CC(=C1)OC1=CC=CC=C1)[N+](=O)[O-] (2-Bromo-1-nitro-4-phenoxybenzene), C(C)(C)(C)OC(=O)N[C@@H](CI)C(=O)OC (Methyl N-(tert-butoxycarbonyl)-3-iodo-L-alaninate), C(C)(C)(C)OC(=O)N[C@@H](CC1=C(C=CC(=C1)OC1=CC=CC=C1)[N+](=O)[O-])C(=O)OC (Methyl N-(tert-butoxycarbonyl)-2-nitro-5-phenoxy-L-phenylalaninate), C[Si](C)(C)Cl (Trimethylsilyl chloride), C1(CCCCC1)P(C1CCCCC1)C1=C(C=CC=C1)C1=C(C=C(C=C1C(C)C)C(C)C)C(C)C (dicyclohexylphosphino-2′,4′,6′-triisopropyl-1,1′-biphenyl). Procedure: Methyl N-(tert-butoxycarbonyl)-2-nitro-5-phenoxy-L-phenylalaninate (91) Freshly distilled DMF (45 mL) was added to Zn powder (20.0 g, 306 mmol) under N2. Trimethylsilyl chloride (8.0 mL, ˜0.2 eq.) was added at RT and the resulting suspension was stirred vigorously for 35 min. The resulting pale orange supernatant was removed via syringe. The activated Zn was washed with DMF (2×30 mL). After removal of the DMF, the activated zinc was dried under vacuum using a heat gun. Methyl N-(tert-butoxycarbo... As a reaction SMILES: C(OC([NH:8][C@H:9]([C:27]([O:29]C)=O)[CH2:10][C:11]1[CH:16]=[C:15]([O:17][C:18]2[CH:23]=[CH:22][CH:21]=[CH:20][CH:19]=2)[CH:14]=[CH:13][C:12]=1[N+:24]([O-])=[O:25])=O)(C)(C)C.C[Si]([Cl:35])(C)C.C(OC(N[C@H](C(OC)=O)CI)=O)(C)(C)C.BrC1C=C(OC2C=CC=CC=2)C=CC=1[N+]([O-])=O.C1(P(C2C=CC=CC=2C2C(C(C)C)=CC(C(C)C)=CC=2C(C)C)C2CCCCC2)CCCCC1>CN(C=O)C.[Zn].CC([O-])=O.CC([O-])=O.[Pd+2].CCOC(C)=O>[ClH:35].[NH2:8][C@H:9]1[CH2:10][C:11]2[C:12](=[CH:13][CH:14]=[C:15]([O:17][C:18]3[CH:23]=[CH:22][CH:21]=[CH:20][CH:19]=3)[CH:16]=2)[N:24]([OH:25])[C:27]1=[O:29] |f:7.8.9,11.12|. Reagents/catalysts: CC(=O)[O-].CC(=O)[O-].[Pd+2] (Pd(OAc)2), [Zn] (Zn). Reaction conditions: time 35 minute. The solvent is CN(C)C=O (DMF), CCOC(=O)C (EtOAc), petroleum ether, CN(C)C=O (DMF). Isolated yield 66.0%. Starting materials: CC=1N=C2N(C(C1CCCl)=O)C=C(C=C2)Cl (2-methyl-3-(2-chloroethyl)-7-chloro-4H-pyrido[1,2-a]pyrimidin-4-one), ClC=1C=C(C=CC1)N1CCNCC1 (1-(m-chlorophenyl)piperazine). The solvent is C1(=CC=CC=C1)C (toluene). Product: CC=1N=C2N(C(C1CCN1CCN(CC1)C1=CC(=CC=C1)Cl)=O)C=C(C=C2)Cl (2-Methyl-3-[2-(4-m-chlorophenyl-1-piperazinyl)ethyl]-7-chloro-4H-pyrido[1,2-a]pyrimidin-4-one). Yield: 23.7%. RXN SMILES: [CH3:1][C:2]1[N:3]=[C:4]2[CH:15]=[CH:14][C:13]([Cl:16])=[CH:12][N:5]2[C:6](=[O:11])[C:7]=1[CH2:8][CH2:9]Cl.[Cl:17][C:18]1[CH:19]=[C:20]([N:24]2[CH2:29][CH2:28][NH:27][CH2:26][CH2:25]2)[CH:21]=[CH:22][CH:23]=1>C1(C)C=CC=CC=1>[CH3:1][C:2]1[N:3]=[C:4]2[CH:15]=[CH:14][C:13]([Cl:16])=[CH:12][N:5]2[C:6](=[O:11])[C:7]=1[CH2:8][CH2:9][N:27]1[CH2:26][CH2:25][N:24]([C:20]2[CH:21]=[CH:22][CH:23]=[C:18]([Cl:17])[CH:19]=2)[CH2:29][CH2:28]1. Procedure: A mixture of 1.3 g of 2-methyl-3-(2-chloroethyl)-7-chloro-4H-pyrido[1,2-a]pyrimidin-4-one, 4.2 g of 1-(m-chlorophenyl)piperazine and 20 ml of toluene was refluxed with heating for 30 hours. After completion of the reaction, the reaction mixture was then treated in the same manner as in Example 8. The crude crystals thus obtained were recrystallized from ethanol to give 0.5 g of the desired compound as pale orangeyellow needles, m.p. 152° - 154°C.